From a dataset of the Open Reaction Database (ORD), a public repository of structured organic reaction records. describe an organic reaction: reactants, conditions, products, and yield The reactants are 3S, ClC1=CC=C2C(=C1)NC(C21C(NC(CC1C1=C(C=CC(=C1)Cl)OC1(CCC1)C(=O)OC)=O)C1=C(C=CC(=C1)F)C)=O (6-chloro-4′-[5-chloro-2-(1-methoxycarbonyl-cyclobutoxy)-phenyl]-2′-(5-fluoro-2-methyl-phenyl)-spiro[3H-indole-3,3′-piperidine]-2,6′(1H)-dione), P12(=S)SP3(=S)SP(=S)(S1)SP(=S)(S2)S3 (P2S5). The solvent is C1CCOC1 (THF), C1(=CC=CC=C1)C (toluene). Run at time 8 hour. Product: ClC1=CC=C2C(=C1)NC(C21C(NC(CC1C1=C(C=CC(=C1)Cl)OC1(CCC1)C(=O)OC)=S)C1=C(C=CC(=C1)F)C)=O (6-chloro-4′-[5-chloro-2-(1-methoxycarbonyl-cyclobutoxy)-phenyl]-2′-(5-fluoro-2-methyl-phenyl)-6′-thioxo spiro[3H-indole-3,3′-piperidine]-2(1H)-one). The yield is 39.1%. RXN SMILES: [Cl:1][C:2]1[CH:7]=[C:6]2[NH:8][C:9](=[O:41])[C:10]3([CH:15]([C:16]4[CH:21]=[C:20]([Cl:22])[CH:19]=[CH:18][C:17]=4[O:23][C:24]4([C:28]([O:30][CH3:31])=[O:29])[CH2:27][CH2:26][CH2:25]4)[CH2:14][C:13](=O)[NH:12][CH:11]3[C:33]3[CH:38]=[C:37]([F:39])[CH:36]=[CH:35][C:34]=3[CH3:40])[C:5]2=[CH:4][CH:3]=1.P12(SP3(SP(SP(S3)(S1)=S)(=S)S2)=S)=[S:43]>C1COCC1.C1(C)C=CC=CC=1>[Cl:1][C:2]1[CH:7]=[C:6]2[NH:8][C:9](=[O:41])[C:10]3([CH:15]([C:16]4[CH:21]=[C:20]([Cl:22])[CH:19]=[CH:18][C:17]=4[O:23][C:24]4([C:28]([O:30][CH3:31])=[O:29])[CH2:27][CH2:26][CH2:25]4)[CH2:14][C:13](=[S:43])[NH:12][CH:11]3[C:33]3[CH:38]=[C:37]([F:39])[CH:36]=[CH:35][C:34]=3[CH3:40])[C:5]2=[CH:4][CH:3]=1. Procedure details: A mixture of racemic (2′S, 3S, 4′R)-6-chloro-4′-[5-chloro-2-(1-methoxycarbonyl-cyclobutoxy)-phenyl]-2′-(5-fluoro-2-methyl-phenyl)-spiro[3H-indole-3,3′-piperidine]-2,6′(1H)-dione (30 mg, 0.05 mmol) and P2S5 (44 mg, 0.2 mmol) in THF (1 mL) was stirred at room temperature overnight, and then diluted with toluene (10 mL). The mixture was concentrated in vacuo and the residue was washed with DCM twice. The DCM solution was collected and purified by flash chromatography to give the title compound as w... The reactants are C, CCOC(=O)C(CC)(CC)C(=O)C(C)NC(=O)OCc1ccccc1, CO, [Pd]. Product: CCC1(CC)C(=O)NC(C)C1=O. As a reaction SMILES: [C:28].[CH2:1]([O:2][C:3](=[O:7])[NH:11][CH:12]([C:13]([C:14]([C:15]([O:4][CH2:5][CH3:6])=[O:16])([CH2:20][CH3:21])[CH2:22][CH3:23])=[O:24])[CH3:25])[c:8]1[cH:9][cH:10][cH:17][cH:18][cH:19]1.[CH3:26][OH:27].[Pd:29]>>[NH:11]1[CH:12]([CH3:25])[C:13](=[O:24])[C:14]([CH2:20][CH3:21])([CH2:22][CH3:23])[C:15]1=[O:16]. Reactants: COc1cc2c(Oc3cc(C)c(C)nc3-c3ccccc3)ccnc2cc1OCc1ccccc1, CS(=O)(=O)O, O=C(O)C(F)(F)F. Product: COc1cc2c(Oc3cc(C)c(C)nc3-c3ccccc3)ccnc2cc1O. Reaction SMILES: [CH2:1]([c:2]1[cH:3][cH:4][cH:5][cH:6][cH:7]1)[O:8][c:9]1[c:10]([O:34][CH3:35])[cH:11][c:12]2[c:13]([O:19][c:20]3[c:21](-[c:28]4[cH:29][cH:30][cH:31][cH:32][cH:33]4)[n:22][c:23]([CH3:27])[c:24]([CH3:26])[cH:25]3)[cH:14][cH:15][n:16][c:17]2[cH:18]1.[CH3:36][S:37](=[O:38])(=[O:39])[OH:40].[OH:41][C:42]([C:43]([F:44])([F:45])[F:46])=[O:47]>>[OH:8][c:9]1[c:10]([O:34][CH3:35])[cH:11][c:12]2[c:13]([O:19][c:20]3[c:21](-[c:28]4[cH:29][cH:30][cH:31][cH:32][cH:33]4)[n:22][c:23]([CH3:27])[c:24]([CH3:26])[cH:25]3)[cH:14][cH:15][n:16][c:17]2[cH:18]1. The solvent is O (water). The product is [Ca].ClC=1C=C(C=CC1Cl)C=1C=CC(NN1)=O (6-(3,4-dichlorophenyl)-3(2H)pyridazinone calcium salt), hydrate. Reactants: [Cl-].[Ca+2].[Cl-] (calcium chloride), [K].ClC=1C=C(C=CC1Cl)C=1C=CC(NN1)=O (6-(3,4-dichlorophenyl)-3(2H)pyridazinone potassium salt). Procedure: To a solution of 0.1 g. of calcium chloride in 5 ml. of water was added 0.5 g. of 6-(3,4-dichlorophenyl)-3(2H)pyridazinone potassium salt and the resulting mixture was stirred at room temperature for about 30 minutes. After completion of the reaction, the so obtained solid product was recovered by filtration, washed with water and then dried to give the desired product in its hydrate form having a melting point of above 280° C. RXN SMILES: [Cl-].[Ca+2:2].[Cl-].[K].[Cl:5][C:6]1[CH:7]=[C:8]([C:13]2[CH:14]=[CH:15][C:16](=[O:19])[NH:17][N:18]=2)[CH:9]=[CH:10][C:11]=1[Cl:12]>O>[Ca:2].[Cl:5][C:6]1[CH:7]=[C:8]([C:13]2[CH:14]=[CH:15][C:16](=[O:19])[NH:17][N:18]=2)[CH:9]=[CH:10][C:11]=1[Cl:12] |f:0.1.2,3.4,6.7,^1:3|. Starting materials: C(C1=CC=CC=C1)N[C@@H](C)C1=CC=CC=C1 ((S)-N-benzyl-1-phenylethanamine), [Li]CCCC (n-BuLi), CC1=CC=C(C=N1)/C=C/C(=O)OC(C)(C)C ((E)-tert-butyl 3-(6-methylpyridin-3-yl)acrylate), [NH4+].[Cl-] (NH4Cl). Run in C1CCOC1 (THF), C1CCOC1 (THF). Run at time 1 hour. The product is C(C1=CC=CC=C1)N([C@H](CC(=O)OC(C)(C)C)C=1C=NC(=CC1)C)[C@@H](C)C1=CC=CC=C1 ((R)-tert-butyl 3-(benzyl((S)-1-phenylethyl)amino)-3-(6-methylpyridin-3-yl)propanoate). As a reaction SMILES: [CH2:1]([NH:8][C@H:9]([C:11]1[CH:16]=[CH:15][CH:14]=[CH:13][CH:12]=1)[CH3:10])[C:2]1[CH:7]=[CH:6][CH:5]=[CH:4][CH:3]=1.[Li]CCCC.[CH3:22][C:23]1[N:28]=[CH:27][C:26](/[CH:29]=[CH:30]/[C:31]([O:33][C:34]([CH3:37])([CH3:36])[CH3:35])=[O:32])=[CH:25][CH:24]=1.[NH4+].[Cl-]>C1COCC1>[CH2:1]([N:8]([C@H:9]([C:11]1[CH:16]=[CH:15][CH:14]=[CH:13][CH:12]=1)[CH3:10])[C@@H:29]([C:26]1[CH:27]=[N:28][C:23]([CH3:22])=[CH:24][CH:25]=1)[CH2:30][C:31]([O:33][C:34]([CH3:37])([CH3:36])[CH3:35])=[O:32])[C:2]1[CH:7]=[CH:6][CH:5]=[CH:4][CH:3]=1 |f:3.4|. Procedure: To a solution of (S)-N-benzyl-1-phenylethanamine (3.64 g, 17.26 mmol) in THF (40 mL) at −70° C., was added dropwise n-BuLi (1.6 M, 14.7 mmol) over a period of 30 min and stirred further. After 1 h, a solution of (E)-tert-butyl 3-(6-methylpyridin-3-yl)acrylate (2.7 g, 12.3 mmol) in THF was added slowly to the above mixture and stirred further. After 2 h, sat. NH4Cl solution was added to the reaction mixture and extracted with EtOAc (3×). The combined organic phase was dried over anhydrous Na2SO4 ... Reactants: C(=C)[Li] (vinyl lithium), C1(=CC=CC2=CC=CC=C12)C=O (naphthaldehyde), CO (MeOH), CCOCC (ether). Run in C1CCOC1 (THF), C1CCOC1 (THF). Conditions: time 30 minute. The product is mixture, C1(=CC=CC2=CC=CC=C12)C(C=C)O (1-α-naphthyl-2-propen-1-ol). The yield is 86.0%. RXN SMILES: [CH:1]([Li])=[CH2:2].[C:4]1([CH:14]=[O:15])[C:13]2[C:8](=[CH:9][CH:10]=[CH:11][CH:12]=2)[CH:7]=[CH:6][CH:5]=1.CO.CCOCC>C1COCC1>[C:4]1([CH:14]([OH:15])[CH:1]=[CH2:2])[C:13]2[C:8](=[CH:9][CH:10]=[CH:11][CH:12]=2)[CH:7]=[CH:6][CH:5]=1. Procedure details: To a solution of vinyl lithium (2.04 g, 0.06 mole, 2.5 ml) in dry THF (30 ml) under N2 with stirring, at -60° was added dropwise a solution of naphthaldehyde (4.68 g, 0.03 mole) in 10 ml THF. The reaction was kept at -60° for 30 min, the flask was then warmed to room temperature and 5 ml MeOH added cautiously with rigorous stirring, followed by 100 ml of ether. The ethereal solution was washed with brine and dried over MgSO4. After evaporation of the solvent, the residue was chromatographed thro... Reactants: C([O-])([O-])=O.[Na+].[Na+] (sodium carbonate), residue, C(=O)(OC(C)(C)C)OC(=O)OC(C)(C)C (di-tert-butyl dicarbonate), NC(C(=O)OCC)C(OCC)OCC (ethyl 2-amino-3,3-diethoxypropanoate), NC1CCN(CC1)C(=O)OC(C)(C)C (4-Amino-1-Boc-piperidine), C(=O)(Cl)Cl (Phosgene), C1(=CC=CC=C1)C (toluene), Cl (hydrochloric acid). The solvent is O (water), O (water), O1CCOCC1 (1,4-Dioxane), ClCCl (dichloromethane), ClCCl (dichloromethane), C([O-])(O)=O.[Na+] (sodium bicarbonate). Reaction conditions: time 15 minute. Product: C(C)OC(=O)C=1NC(N(C1)C1CCN(CC1)C(=O)OC(C)(C)C)=O (tert-butyl 4-(4-(ethoxycarbonyl)-2-oxo-2,3-dihydroimidazol-1-yl)piperidine-1-carboxylate). Isolated yield 19.0%. Reaction SMILES: [NH2:1][CH:2]1[CH2:7][CH2:6][N:5]([C:8]([O:10][C:11]([CH3:14])([CH3:13])[CH3:12])=[O:9])[CH2:4][CH2:3]1.[C:15](Cl)(Cl)=[O:16].C1(C)C=CC=CC=1.[NH2:26][CH:27]([CH:33](OCC)OCC)[C:28]([O:30][CH2:31][CH3:32])=[O:29].Cl.C(=O)([O-])[O-].[Na+].[Na+].C(OC(OC(C)(C)C)=O)(OC(C)(C)C)=O>ClCCl.C(=O)(O)[O-].[Na+].O.O1CCOCC1>[CH2:31]([O:30][C:28]([C:27]1[NH:26][C:15](=[O:16])[N:1]([CH:2]2[CH2:3][CH2:4][N:5]([C:8]([O:10][C:11]([CH3:14])([CH3:13])[CH3:12])=[O:9])[CH2:6][CH2:7]2)[CH:33]=1)=[O:29])[CH3:32] |f:5.6.7,10.11|. Reported procedure: 4-Amino-1-Boc-piperidine (1.60 g, 7.99 mmol) was dissolved in a mixture of dichloromethane (30 mL) and aqueous sodium bicarbonate (15 mL). 20% Phosgene in toluene (4.8 mL, 9.12 mmol) was added to the mixture in one portion with vigorous stirring. Reaction stirred vigorously at room temperature for 15 minutes. A solution of ethyl 2-amino-3,3-diethoxypropanoate (1.95 g, 9.50 mmol) in 20 mL dichloromethane was added to the mixture. Reaction stirred vigorously at room temperature for 30 minutes. Rea... The reactants are Fc1ccccc1Br, [Li]CCCC, CN(C)C1CCC(=O)CC1, CC1(C)CCCC(C)(C)N1. Product: CN(C)C1CCC(O)(c2cccc(Br)c2F)CC1. Reaction SMILES: [Br:16][c:17]1[c:18]([F:23])[cH:19][cH:20][cH:21][cH:22]1.[CH3:1][CH2:2][CH2:3][CH2:4][Li:5].[CH3:24][N:25]([CH:26]1[CH2:27][CH2:28][C:29](=[O:32])[CH2:30][CH2:31]1)[CH3:33].[CH3:6][C:7]1([CH3:8])[CH2:9][CH2:10][CH2:11][C:12]([CH3:13])([CH3:14])[NH:15]1>>[Br:16][c:17]1[c:18]([F:23])[c:19]([C:29]2([OH:32])[CH2:28][CH2:27][CH:26]([N:25]([CH3:24])[CH3:33])[CH2:31][CH2:30]2)[cH:20][cH:21][cH:22]1.